This data is from the Open Reaction Database (ORD), a public repository of structured organic reaction records. The task is: describe an organic reaction: reactants, conditions, products, and yield Reactants: C(C1=CC=CC=C1)(=O)C1=[N+](C2=CC=CC=C2[N+](=C1CBr)[O-])[O-] (2-benzoyl-3-bromomethylquinoxaline 1,4-dioxide), [I-].[K+] (potassium iodide), C(C)(=O)[O-].[K+] (potassium acetate), CN(C=O)C (N,N-dimethylformamide). Solvent: CCOCC (ether). Reaction conditions: time 1.5 hour. The product is C(C1=CC=CC=C1)(=O)C1=[N+](C2=CC=CC=C2[N+](=C1COC(C)=O)[O-])[O-] (2-benzoyl-3-acetoxymethylquinoxaline 1,4-dioxide). Isolated yield 95.0%. RXN SMILES: [C:1]([C:9]1[C:18]([CH2:19]Br)=[N+:17]([O-:21])[C:16]2[C:11](=[CH:12][CH:13]=[CH:14][CH:15]=2)[N+:10]=1[O-:22])(=[O:8])[C:2]1[CH:7]=[CH:6][CH:5]=[CH:4][CH:3]=1.[C:23]([O-:26])(=[O:25])[CH3:24].[K+].CN(C)C=O.[I-].[K+]>CCOCC>[C:1]([C:9]1[C:18]([CH2:19][O:26][C:23](=[O:25])[CH3:24])=[N+:17]([O-:21])[C:16]2[C:11](=[CH:12][CH:13]=[CH:14][CH:15]=2)[N+:10]=1[O-:22])(=[O:8])[C:2]1[CH:7]=[CH:6][CH:5]=[CH:4][CH:3]=1 |f:1.2,4.5|. Reported procedure: To a solution of 3.0 g. (8.4 mmol.) of 2-benzoyl-3-bromomethylquinoxaline 1,4-dioxide and 0.90 g (9.2 mmol.) of potassium acetate in 40 ml. of N,N-dimethylformamide, was added 0.22 g. (1.3 mmol.) of finely ground potassium iodide. The reaction mixture was stirred for 1.5 hours at ambient temperature, and then it was poured into 1,000 ml. of ether. The solid which precipitated was removed by filtration and discarded. Evaporation of the filtrate in vacuo left a yellow solid which was washed with m...